From a dataset of the Open Reaction Database (ORD), a public repository of structured organic reaction records. describe an organic reaction: reactants, conditions, products, and yield Reactants: C(C)OC(C(C)(C)OC1=CC=C(C=C1)Cl)=O (2-(4-Chloro-phenoxy)-2-methyl-propionic acid ethyl ester), [Li+].[OH-] (LiOH). Solvent: C1CCOC1 (THF). Reaction conditions: time 12 hour. Yields the product ClC1=CC=C(OC(C(=O)O)(C)C)C=C1 (2-(4-Chloro-phenoxy)-2-methyl-propionic acid). Yield: 20.7%. Reaction SMILES: C([O:3][C:4](=[O:16])[C:5]([O:8][C:9]1[CH:14]=[CH:13][C:12]([Cl:15])=[CH:11][CH:10]=1)([CH3:7])[CH3:6])C.[Li+].[OH-]>C1COCC1>[Cl:15][C:12]1[CH:11]=[CH:10][C:9]([O:8][C:5]([CH3:7])([CH3:6])[C:4]([OH:16])=[O:3])=[CH:14][CH:13]=1 |f:1.2|. Procedure details: To a solution of 2-(4-Chloro-phenoxy)-2-methyl-propionic acid ethyl ester (6 g, 24.79 mmol) in THF (20 ml) was added a solution of LiOH (3 g, 74.38 mmol) in H20 (4 ml). The resulting solution was stirred at room temperature for 12 hours. After evaporation of the solvent, the residue was diluted with ethyl acetate (100 ml); cool to 0° C., acidified with 1N HCl (PH˜3-4). The organic phase were washed with, brine (20 ml) and dried over Na2SO4. After evaporation, the residue was purified by flash ch... Reactants: BrC1=CC(=C(C(=O)OC)C=C1F)[N+](=O)[O-] (methyl 4-bromo-5-fluoro-2-nitrobenzoate), [H-].C(C(C)C)[Al+]CC(C)C (diisobutylaluminum hydride), C(=O)([O-])C(O)C(O)C(=O)[O-].[Na+].[Na+] (sodium tartrate), CO (MeOH). The solvent is C(Cl)Cl (DCM), C(Cl)Cl (DCM), C(Cl)Cl (DCM). Run at temperature -78 celsius, time 2 hour. The product is BrC1=CC(=C(C=O)C=C1F)[N+](=O)[O-] (4-Bromo-5-fluoro-2-nitrobenzaldehyde). Yield: 87.8%. Reaction SMILES: [Br:1][C:2]1[C:11]([F:12])=[CH:10][C:5]([C:6](OC)=[O:7])=[C:4]([N+:13]([O-:15])=[O:14])[CH:3]=1.[H-].C([Al+]CC(C)C)C(C)C.CO.C(C(C(C([O-])=O)O)O)([O-])=O.[Na+].[Na+]>C(Cl)Cl>[Br:1][C:2]1[C:11]([F:12])=[CH:10][C:5]([CH:6]=[O:7])=[C:4]([N+:13]([O-:15])=[O:14])[CH:3]=1 |f:1.2,4.5.6|. Procedure details: To a stirred solution of methyl 4-bromo-5-fluoro-2-nitrobenzoate (5.348 g, 19.24 mmol) in DCM (100 mL) at −78° C., a solution of diisobutylaluminum hydride in DCM (1.0 M, 25.0 mL, 25.0 mmol) was added dropwise over a period of 10 min. The mixture was stirred at −78° C. for 2 h. MeOH (10.0 mL) was then added. The reaction mixture was allowed to warm to room temperature. A 10 wt % aqueous solution of sodium tartrate (100 mL) was added to the mixture. The mixture was then stirred vigorously until a... Starting materials: CCC(C)(C)Cc1cn(S(=O)(=O)N(C)C)c(C(C)(O)Cc2ccc(Br)cc2)n1, CSc1ccccc1B(O)O, CN(C)C=O, [Na+], [Na+], O=C([O-])[O-], O, O. The product is CCC(C)(C)Cc1cn(S(=O)(=O)N(C)C)c(C(C)(O)Cc2ccc(-c3ccccc3SC)cc2)n1. Reaction SMILES: [Br:1][c:2]1[cH:3][cH:4][c:5]([CH2:8][C:9]([CH3:10])([OH:11])[c:12]2[n:13]([S:23](=[O:24])(=[O:25])[N:26]([CH3:27])[CH3:28])[cH:14][c:15]([CH2:17][C:18]([CH2:19][CH3:20])([CH3:21])[CH3:22])[n:16]2)[cH:6][cH:7]1.[CH3:35][S:36][c:37]1[c:38]([B:43]([OH:44])[OH:45])[cH:39][cH:40][cH:41][cH:42]1.[CH3:48][N:49]([CH3:50])[CH:51]=[O:52].[Na+:29].[Na+:30].[O-:31][C:32](=[O:33])[O-:34].[OH2:46].[OH2:47]>>[c:2]1(-[c:38]2[c:37]([S:36][CH3:35])[cH:42][cH:41][cH:40][cH:39]2)[cH:3][cH:4][c:5]([CH2:8][C:9]([CH3:10])([OH:11])[c:12]2[n:13]([S:23](=[O:24])(=[O:25])[N:26]([CH3:27])[CH3:28])[cH:14][c:15]([CH2:17][C:18]([CH2:19][CH3:20])([CH3:21])[CH3:22])[n:16]2)[cH:6][cH:7]1. Starting materials: CCOC(=O)CC(=O)OCC, O=C([O-])CC(=O)[O-], [Cl-], [Cl-], O=C(Cl)C(=O)Cl, CC(C)(C(=O)O)c1ccc(Cl)cc1, [Mg+2], CN(C)C=O. Product: CCOC(=O)C(C(=O)OCC)C(=O)C(C)(C)c1ccc(Cl)cc1. As a reaction SMILES: [C:20]([CH2:21][C:22](=[O:23])[O:24][CH2:25][CH3:26])(=[O:27])[O:28][CH2:29][CH3:30].[C:34]([O-:35])(=[O:36])[CH2:37][C:38]([O-:39])=[O:40].[Cl-:31].[Cl-:33].[Cl:14][C:15]([C:16]([Cl:17])=[O:18])=[O:19].[Cl:1][c:2]1[cH:3][cH:4][c:5]([C:8]([C:9](=[O:10])[OH:11])([CH3:12])[CH3:13])[cH:6][cH:7]1.[Mg+2:32].[O:41]=[CH:42][N:43]([CH3:44])[CH3:45]>>[Cl:1][c:2]1[cH:3][cH:4][c:5]([C:8]([C:9](=[O:11])[CH:21]([C:20](=[O:27])[O:28][CH2:29][CH3:30])[C:22](=[O:23])[O:24][CH2:25][CH3:26])([CH3:12])[CH3:13])[cH:6][cH:7]1. Starting materials: CCOC(C)=O, CCCC(=O)Nc1nn(COCC[Si](C)(C)C)c2cc(B3OC(C)(C)C(C)(C)O3)ccc12, ClCCl, Nc1ccc(Br)cn1, [Na+], [Na+], O=C([O-])[O-], C1COCCO1, O. The product is CCCC(=O)Nc1nn(COCC[Si](C)(C)C)c2cc(-c3ccc(N)nc3)ccc12. Reaction SMILES: [CH3:57][CH2:58][O:59][C:60](=[O:61])[CH3:62].[CH3:9][C:10]1([CH3:11])[C:12]([CH3:13])([CH3:14])[O:15][B:16]([c:17]2[cH:18][cH:19][c:20]3[c:21]([NH:34][C:35]([CH2:36][CH2:37][CH3:38])=[O:39])[n:22][n:23]([CH2:26][O:27][CH2:28][CH2:29][Si:30]([CH3:31])([CH3:32])[CH3:33])[c:24]3[cH:25]2)[O:40]1.[Cl:41][CH2:42][Cl:43].[NH2:1][c:2]1[n:3][cH:4][c:5]([Br:8])[cH:6][cH:7]1.[Na+:44].[Na+:45].[O-:46][C:47](=[O:48])[O-:49].[O:50]1[CH2:51][CH2:52][O:53][CH2:54][CH2:55]1.[OH2:56]>>[NH2:1][c:2]1[n:3][cH:4][c:5](-[c:17]2[cH:18][cH:19][c:20]3[c:21]([NH:34][C:35]([CH2:36][CH2:37][CH3:38])=[O:39])[n:22][n:23]([CH2:26][O:27][CH2:28][CH2:29][Si:30]([CH3:31])([CH3:32])[CH3:33])[c:24]3[cH:25]2)[cH:6][cH:7]1.